Dataset: the Open Reaction Database (ORD), a public repository of structured organic reaction records. Task: describe an organic reaction: reactants, conditions, products, and yield Starting materials: O[C@H](C)[C@@H]1[C@@H]2N(C(=C([C@@H]2C)OP(=O)(C2=CC=CC=C2)C2=CC=CC=C2)C(=O)OCC2=CC=C(C=C2)[N+](=O)[O-])C1=O (4-nitrobenzyl (1R,5R,6S)-6-[(1R)-1-hydroxyethyl]-1-methyl-2-(diphenylphosphoryloxy)-1-carbapen-2-em-3-carboxylate), OC(CC(=O)N1C[C@H](CC1)NC(CC(=O)OCC1=CC=C(C=C1)[N+](=O)[O-])=N)[C@H]1N(C[C@H](C1)S)C(=O)OCC1=CC=C(C=C1)[N+](=O)[O-] ((2S,4S)-2-[1-hydroxy-2-[(3S)-3-(4-nitrobenzyloxycarbonylacetimidoylamino)pyrrolidin-1-ylcarbonyl]ethyl]-4-mercapto-1-(4-nitrobenzyloxycarbonyl)pyrrolidine). Yields the product O[C@H](C)[C@@H]1[C@@H]2N(C(=C([C@@H]2C)S[C@H]2C[C@@H](N(C2)C(=O)OCC2=CC=C(C=C2)[N+](=O)[O-])CCC(=O)N2C[C@H](CC2)NC(CC(=O)OCC2=CC=C(C=C2)[N+](=O)[O-])=N)C(=O)OCC2=CC=C(C=C2)[N+](=O)[O-])C1=O (4-nitrobenzyl (1R,5S,6S)-6-[(1R)-1-hydroxyethyl]-2-[(2S,4S)-2-[(3S)-3-(4-nitrobenzyloxycarbonylacetimidoylamino)pyrrolidin-1-ylcarbonyl]ethyl-1-(4-nitrobenzyloxycarbonyl)pyrrolidin-4-ylthio]-1-methyl-1-carbapen-2-em-3-carboxylate). Isolated yield 73.3%. RXN SMILES: [OH:1][C@@H:2]([C@H:4]1[C:39](=[O:40])[N:6]2[C:7]([C:26]([O:28][CH2:29][C:30]3[CH:35]=[CH:34][C:33]([N+:36]([O-:38])=[O:37])=[CH:32][CH:31]=3)=[O:27])=[C:8](OP(C3C=CC=CC=3)(C3C=CC=CC=3)=O)[C@H:9]([CH3:10])[C@H:5]12)[CH3:3].O[CH:42]([C@@H:68]1[CH2:72][C@H:71]([SH:73])[CH2:70][N:69]1[C:74]([O:76][CH2:77][C:78]1[CH:83]=[CH:82][C:81]([N+:84]([O-:86])=[O:85])=[CH:80][CH:79]=1)=[O:75])[CH2:43][C:44]([N:46]1[CH2:50][CH2:49][C@H:48]([NH:51][C:52](=[NH:67])[CH2:53][C:54]([O:56][CH2:57][C:58]2[CH:63]=[CH:62][C:61]([N+:64]([O-:66])=[O:65])=[CH:60][CH:59]=2)=[O:55])[CH2:47]1)=[O:45]>>[OH:1][C@@H:2]([C@H:4]1[C:39](=[O:40])[N:6]2[C:7]([C:26]([O:28][CH2:29][C:30]3[CH:31]=[CH:32][C:33]([N+:36]([O-:38])=[O:37])=[CH:34][CH:35]=3)=[O:27])=[C:8]([S:73][C@@H:71]3[CH2:70][N:69]([C:74]([O:76][CH2:77][C:78]4[CH:83]=[CH:82][C:81]([N+:84]([O-:86])=[O:85])=[CH:80][CH:79]=4)=[O:75])[C@@H:68]([CH2:42][CH2:43][C:44]([N:46]4[CH2:50][CH2:49][C@H:48]([NH:51][C:52](=[NH:67])[CH2:53][C:54]([O:56][CH2:57][C:58]5[CH:59]=[CH:60][C:61]([N+:64]([O-:66])=[O:65])=[CH:62][CH:63]=5)=[O:55])[CH2:47]4)=[O:45])[CH2:72]3)[C@H:9]([CH3:10])[C@H:5]12)[CH3:3]. Reported procedure: By using 4-nitrobenzyl (1R,5R,6S)-6-[(1R)-1-hydroxyethyl]-1-methyl-2-(diphenylphosphoryloxy)-1-carbapen-2-em-3-carboxylate (563.2 mg) and (2S,4S)-2-[1-hydroxy-2-[(3S)-3-(4-nitrobenzyloxycarbonylacetimidoylamino)pyrrolidin-1-ylcarbonyl]ethyl]-4-mercapto-1-(4-nitrobenzyloxycarbonyl)pyrrolidine (594.3 mg), reaction and purification were carried out in a similar manner to that described in Example 40-(1), whereby 4-nitrobenzyl (1R,5S,6S)-6-[(1R)-1-hydroxyethyl]-2-[(2S,4S)-2-[(3S)-3-(4-nitrobenzyloxy...